Dataset: the Open Reaction Database (ORD), a public repository of structured organic reaction records. Task: describe an organic reaction: reactants, conditions, products, and yield Starting materials: CN(C=O)C (dimethylformamide), S1C(=CC=C1)CC(=O)NC1[C@@H]2N(C(C(=CS2)C(=O)OCCI)C(=O)OC(C2=CC=CC=C2)C2=CC=CC=C2)C1=O (Benzhydryl 7-(2-thienylacetamido)-3-(2-iodoethoxycarbonyl)-2-cephem-4-carboxylate), C(C)(=O)O (acetic acid). Reagents/catalysts: [Zn] (zinc). The solvent is C(C)(=O)OCC (ethyl acetate). Yields the product 1.92, S1C(=CC=C1)CC(=O)NC1[C@@H]2N(C(C(=CS2)C(=O)O)C(=O)OC(C2=CC=CC=C2)C2=CC=CC=C2)C1=O (benzhydryl 7-(2-thienylacetamido)-3-carboxy-2-cephem-4-carboxylate). The yield is 89.0%. Reaction SMILES: [S:1]1[CH:5]=[CH:4][CH:3]=[C:2]1[CH2:6][C:7]([NH:9][CH:10]1[C:39](=[O:40])[N:12]2[CH:13]([C:23]([O:25][CH:26]([C:33]3[CH:38]=[CH:37][CH:36]=[CH:35][CH:34]=3)[C:27]3[CH:32]=[CH:31][CH:30]=[CH:29][CH:28]=3)=[O:24])[C:14]([C:17]([O:19]CCI)=[O:18])=[CH:15][S:16][C@H:11]12)=[O:8].C(O)(=O)C.CN(C)C=O>C(OCC)(=O)C.[Zn]>[S:1]1[CH:5]=[CH:4][CH:3]=[C:2]1[CH2:6][C:7]([NH:9][CH:10]1[C:39](=[O:40])[N:12]2[CH:13]([C:23]([O:25][CH:26]([C:27]3[CH:32]=[CH:31][CH:30]=[CH:29][CH:28]=3)[C:33]3[CH:34]=[CH:35][CH:36]=[CH:37][CH:38]=3)=[O:24])[C:14]([C:17]([OH:19])=[O:18])=[CH:15][S:16][C@H:11]12)=[O:8]. Procedure: Benzhydryl 7-(2-thienylacetamido)-3-(2-iodoethoxycarbonyl)-2-cephem-4-carboxylate (2.79 g., 4.05 mmol.) was dissolved in a mixture of 8 ml. of glacial acetic acid and 48 ml. dimethylformamide at 0° and was reacted with 2.79 g. zinc dust (10.5 eq.) for 1.5 hours. The reaction mixture was diluted with ethyl acetate and filtered through a celite filter. The filtrate was washed successively with sodium bicarbonate solution (3X), water, 1N.HCl, and brine and then dried (Na2SO4). Evaporation to drynes... Starting materials: C1(=CC=CC=C1)C=C(C(=O)OC)C(C)=O (2-[(phenyl)methylene]-3-oxobutanoic acid, methyl ester), NC1=C(C=CC=C1)S (2-aminothiophenol). The solvent is CCOCC (ether), CN(C=O)C (dimethylformamide). Run at time 6 hour. The product is CC1=C(C(SC2=C(N1)C=CC=C2)C2=CC=CC=C2)C(=O)OC (2,5-dihydro-4-methyl-2-phenyl-1,5-benzothiazepine-3-carboxylic acid, methyl ester). RXN SMILES: [C:1]1([CH:7]=[C:8]([C:13](=O)[CH3:14])[C:9]([O:11][CH3:12])=[O:10])[CH:6]=[CH:5][CH:4]=[CH:3][CH:2]=1.[NH2:16][C:17]1[CH:22]=[CH:21][CH:20]=[CH:19][C:18]=1[SH:23]>CN(C)C=O.CCOCC>[CH3:14][C:13]1[NH:16][C:17]2[CH:22]=[CH:21][CH:20]=[CH:19][C:18]=2[S:23][CH:7]([C:1]2[CH:6]=[CH:5][CH:4]=[CH:3][CH:2]=2)[C:8]=1[C:9]([O:11][CH3:12])=[O:10]. Procedure: A solution of 2-[(phenyl)methylene]-3-oxobutanoic acid, methyl ester (13.0 g., 63.7 mmole) in dry dimethylformamide (20 ml.) is treated dropwise with 2-aminothiophenol (8.85 g. of 90%, 63.7 mmole). A slight release of heat is noted. The reaction is stirred at room temperature for 6 hours and then heated at 65° for 72 hours. It is cooled to room temperature and diluted with ether. The resulting solution is thoroughly washed with water, sodium bicarbonate and brine. After drying over anydrous magn... Reactants: COC(C1=CC(=C(C=C1)NC(C1=CC(=CC=C1)[N+](=O)[O-])=O)O)=O (4-(3-nitrobenzamido)-3-hydroxybenzoic acid methyl ester), O.C1(=CC=C(C=C1)S(=O)(=O)O)C (p-toluenesulfonic acid monohydrate). Yields the product COC(=O)C1=CC2=C(N=C(O2)C2=CC(=CC=C2)[N+](=O)[O-])C=C1 (2-(3-Nitrophenyl)benzoxazole-6-carboxylic acid methyl ester). RXN SMILES: [CH3:1][O:2][C:3](=[O:23])[C:4]1[CH:9]=[CH:8][C:7]([NH:10][C:11](=O)[C:12]2[CH:17]=[CH:16][CH:15]=[C:14]([N+:18]([O-:20])=[O:19])[CH:13]=2)=[C:6]([OH:22])[CH:5]=1.O.C1(C)C=CC(S(O)(=O)=O)=CC=1>>[CH3:1][O:2][C:3]([C:4]1[CH:9]=[CH:8][C:7]2[N:10]=[C:11]([C:12]3[CH:17]=[CH:16][CH:15]=[C:14]([N+:18]([O-:20])=[O:19])[CH:13]=3)[O:22][C:6]=2[CH:5]=1)=[O:23] |f:1.2|. Reported procedure: Prepared from the method of Example 15c), from 4-(3-nitrobenzamido)-3-hydroxybenzoic acid methyl ester (20 g, 63.0 mmol) and p-toluenesulfonic acid monohydrate (26.3 g, 138 mmol) the subtitle compound was obtained (3.05 g, 16%). 1H NMR (CDCl3) δ 9.13(t, 1H), 8.62(d, 1H), 8.44(dd, 1H), 8.33(s, 1H), 8.15(dd, 1H), 7.85(d, 1H), 7.77(t, 1H), 4.00(s, 3H).